describe an organic reaction: reactants, conditions, products, and yield From a dataset of the Open Reaction Database (ORD), a public repository of structured organic reaction records. Starting materials: Cl, Cl, [Fe], O=S(=O)(Cl)Cl, c1ccccc1. Product: O=S(=O)(Cl)Cl, Clc1ccccc1. RXN SMILES: [Cl:13].[ClH:12].[Fe:14].[S:1](=[O:2])(=[O:3])([Cl:4])[Cl:5].[cH:6]1[cH:7][cH:8][cH:9][cH:10][cH:11]1>>[S:1](=[O:2])(=[O:3])([Cl:4])[Cl:5].[c:6]1([Cl:12])[cH:7][cH:8][cH:9][cH:10][cH:11]1. The reactants are IC1=NNC2=NC=NC(=C21)N (3-iodo-1H-pyrazolo[3,4-d]pyrimidin-4-amine), FC=1C=C(C=C(C1)OC)B(O)O (3-fluoro-5-methoxyphenylboronic acid). The reagents and catalysts are C1=CC=C(C=C1)P([C-]2C=CC=C2)C3=CC=CC=C3.C1=CC=C(C=C1)P([C-]2C=CC=C2)C3=CC=CC=C3.Cl[Pd]Cl.[Fe+2] (Pd(dppf)Cl2). Solvent: CN(C)C=O (DMF). Product: FC=1C=C(C=C(C1)OC)C1=NNC2=NC=NC(=C21)N (3-(3-fluoro-5-methoxyphenyl)-1H-pyrazolo[3,4-d]pyrimidin-4-amine). Yield: 18.2%. As a reaction SMILES: I[C:2]1[C:10]2[C:5](=[N:6][CH:7]=[N:8][C:9]=2[NH2:11])[NH:4][N:3]=1.[F:12][C:13]1[CH:14]=[C:15](B(O)O)[CH:16]=[C:17]([O:19][CH3:20])[CH:18]=1>CN(C=O)C.C1C=CC(P(C2C=CC=CC=2)[C-]2C=CC=C2)=CC=1.C1C=CC(P(C2C=CC=CC=2)[C-]2C=CC=C2)=CC=1.Cl[Pd]Cl.[Fe+2]>[F:12][C:13]1[CH:14]=[C:15]([C:2]2[C:10]3[C:5](=[N:6][CH:7]=[N:8][C:9]=3[NH2:11])[NH:4][N:3]=2)[CH:16]=[C:17]([O:19][CH3:20])[CH:18]=1 |f:3.4.5.6|. Procedure: 3-iodo-1H-pyrazolo[3,4-d]pyrimidin-4-amine (1.52 g, 5.82 mmol), 3-fluoro-5-methoxyphenylboronic acid (1.4 g, 8.24 mmol), Pd(dppf)Cl2 (0.18 g, 0.246 mmol) and 8.7 mL of 1M NaOHaqueous (8.73 mmol) were reacted in DMF (13 mL) under Ar at 120° C. for 48 hrs. The reaction was quenched by the addition of 1M HClaqueous (10 mL), dried under reduced pressure and the dark crude oil purified via flash chromatography on silica gel using a Biotage 100G SNAP with a gradient of DCM and iPrOH to give the title ... Reactants: BrCC(C)Br (1,2-dibromopropane), [Mg] (Magnesium), C(C)(C)[Mg]Cl (isopropylmagnesium chloride), [Mg] (magnesium), ClC(C)C (2-chloropropane), ClC1=CC=C(C=C1)C1(CCC1)C#N (1-(4-Chlorophenyl)cyclobutanecarbonitrile), ClCCCO (3-chloropropan-1-ol). Run in O1CCCC1 (tetrahydrofuran), O1CCCC1 (tetrahydrofuran). Product: NC(CCCO)C1(CCC1)C1=CC=C(C=C1)Cl (4-amino-4-[1-(4-chlorophenyl)-cyclobutyl]butan-1-ol). Reaction SMILES: C([Mg]Cl)(C)C.[Mg].ClC(C)C.Cl[CH2:12][CH2:13][CH2:14][OH:15].BrCC(Br)C.[Cl:21][C:22]1[CH:27]=[CH:26][C:25]([C:28]2([C:32]#[N:33])[CH2:31][CH2:30][CH2:29]2)=[CH:24][CH:23]=1>O1CCCC1>[NH2:33][CH:32]([C:28]1([C:25]2[CH:24]=[CH:23][C:22]([Cl:21])=[CH:27][CH:26]=2)[CH2:29][CH2:30][CH2:31]1)[CH2:12][CH2:13][CH2:14][OH:15]. Procedure details: A solution of isopropylmagnesium chloride [prepared by the reaction of magnesium (2.4 g) and 2-chloropropane (10 ml) in tetrahydrofuran (30 ml)] was added dropwise under argon at -20° C. to a solution of 3-chloropropan-1-ol (9.45 g) in tetrahydrofuran (100 ml). Magnesium (3.6 g) was added and the mixture was allowed to stand for twenty minutes and was then heated under reflux in the presence of 1,2-dibromopropane for 40 minutes. 1-(4-Chlorophenyl)cyclobutanecarbonitrile (8 g) was added and the m... Reactants: C(C1=CC=CC=C1)N1C(C2=CC=C(C=C2C(=C1C(C)O)C1=CC=CC=C1)Br)=O (2-benzyl-6-bromo-3-(1-hydroxyethyl)-4-phenyl-2H-isoquinolin-1-one). The reagents and catalysts are [O-2].[Mn+4].[O-2] (manganese(IV) oxide), [O-2].[Mn+4].[O-2] (manganese(IV) oxide), [O-2].[Mn+4].[O-2] (manganese(IV) oxide), [O-2].[Mn+4].[O-2] (manganese(IV) oxide). Run in C1CCOC1 (THF). The product is C(C)(=O)C=1N(C(C2=CC=C(C=C2C1C1=CC=CC=C1)Br)=O)CC1=CC=CC=C1 (3-acetyl-2-benzyl-6-bromo-4-phenyl-2H-isoquinolin-1-one). The yield is 60.3%. Reaction SMILES: [CH2:1]([N:8]1[C:17]([CH:18]([OH:20])[CH3:19])=[C:16]([C:21]2[CH:26]=[CH:25][CH:24]=[CH:23][CH:22]=2)[C:15]2[C:10](=[CH:11][CH:12]=[C:13]([Br:27])[CH:14]=2)[C:9]1=[O:28])[C:2]1[CH:7]=[CH:6][CH:5]=[CH:4][CH:3]=1>C1COCC1.[O-2].[Mn+4].[O-2]>[C:18]([C:17]1[N:8]([CH2:1][C:2]2[CH:7]=[CH:6][CH:5]=[CH:4][CH:3]=2)[C:9](=[O:28])[C:10]2[C:15]([C:16]=1[C:21]1[CH:26]=[CH:25][CH:24]=[CH:23][CH:22]=1)=[CH:14][C:13]([Br:27])=[CH:12][CH:11]=2)(=[O:20])[CH3:19] |f:2.3.4|. Procedure: To a solution of 2-benzyl-6-bromo-3-(1-hydroxyethyl)-4-phenyl-2H-isoquinolin-1-one (250 mg) in THF (5 ml) was added manganese(IV) oxide (500 mg), and the mixture was heated under reflux for 1 hr. To the reaction mixture was add manganese(IV) oxide (500 mg) and the mixture was heated under reflux for 1 hr, manganese(IV) oxide (500 mg) was added and the mixture was heated under reflux for 1 hr, and manganese(IV) oxide (500 mg) was added and the mixture was heated under reflux for 12 hrs. The react... Reactants: C1CCOC1, Cc1nc(-c2ccc(N)cc2)no1, C[Si](C)(C)C#N, COc1cc(C=O)c(F)c2c1OCC2. Product: COc1cc(C(C#N)Nc2ccc(-c3noc(C)n3)cc2)c(F)c2c1OCC2. Reaction SMILES: [CH2:34]1[O:35][CH2:36][CH2:37][CH2:38]1.[CH3:1][c:2]1[n:3][c:4](-[c:7]2[cH:8][cH:9][c:10]([NH2:13])[cH:11][cH:12]2)[n:5][o:6]1.[CH3:28][Si:29]([CH3:30])([CH3:31])[C:32]#[N:33].[F:14][c:15]1[c:16]([CH:26]=[O:27])[cH:17][c:18]([O:24][CH3:25])[c:19]2[c:20]1[CH2:21][CH2:22][O:23]2>>[CH3:1][c:2]1[n:3][c:4](-[c:7]2[cH:8][cH:9][c:10]([NH:13][CH:26]([c:16]3[c:15]([F:14])[c:20]4[c:19]([c:18]([O:24][CH3:25])[cH:17]3)[O:23][CH2:22][CH2:21]4)[C:32]#[N:33])[cH:11][cH:12]2)[n:5][o:6]1. Starting materials: ICC(=O)OCC (ethyl iodoacetate), CN(C=NS(=O)(=O)C1=CC=C(C=C1)C(C(C(=S)N1CCOCC1)C)=O)C (N,N-dimethyl-N′-((4-(2-methyl-3-morpholino-3-thioxopropanoyl)phenyl)sulfonyl)formimidamide), CN(C=NS(=O)(=O)C1=CC=C(C=C1)C(C(C(=S)N1CCOCC1)C)=O)C (N,N-dimethyl-N′-((4-(2-methyl-3-morpholino-3-thioxopropanoyl)phenyl)sulfonyl)formimidamide), C([O-])([O-])=O.[K+].[K+] (potassium carbonate). The solvent is CC(=O)C (acetone). Reaction conditions: temperature 57.5 celsius, time 2 hour. The product is C(C)OC(=O)C=1SC(=C(C1C1=CC=C(C=C1)S(N=CN(C)C)(=O)=O)C)N1CCOCC1 (ethyl-3-(4-(N-((dimethylamino)methylene)sulfamoyl)phenyl)-4-methyl-5-morpholinothiophene-2-carboxylate). Yield: 43.4%. RXN SMILES: [CH3:1][N:2]([CH3:26])[CH:3]=[N:4][S:5]([C:8]1[CH:13]=[CH:12][C:11]([C:14](=O)[CH:15]([CH3:24])[C:16]([N:18]2[CH2:23][CH2:22][O:21][CH2:20][CH2:19]2)=[S:17])=[CH:10][CH:9]=1)(=[O:7])=[O:6].C(=O)([O-])[O-].[K+].[K+].I[CH2:34][C:35]([O:37][CH2:38][CH3:39])=[O:36]>CC(C)=O>[CH2:38]([O:37][C:35]([C:34]1[S:17][C:16]([N:18]2[CH2:23][CH2:22][O:21][CH2:20][CH2:19]2)=[C:15]([CH3:24])[C:14]=1[C:11]1[CH:12]=[CH:13][C:8]([S:5](=[O:7])(=[O:6])[N:4]=[CH:3][N:2]([CH3:26])[CH3:1])=[CH:9][CH:10]=1)=[O:36])[CH3:39] |f:1.2.3|. Procedure: To a stirred solution of N,N-dimethyl-N′-((4-(2-methyl-3-morpholino-3-thioxopropanoyl)phenyl)sulfonyl)formimidamide (compound 24c, 0.180 g, 0.45 mmol) in dry acetone (15 ml) was added potassium carbonate (0.45 g, 3.17 mmol) at room temperature. The resulting mixture was stirred at 55-60° C. for 2 hr. The reaction mixture was cooled to 0° C. and to this was added ethyl iodoacetate (0.097 g, 0.053 ml, 0.45 mmol) in a dropwise manner. The reaction mixture was stirred at reflux temperature for 4 hr.... Starting materials: C1CCOC1 (THF), Cl.C(C)(=O)OCC (hydrochloric acid ethyl acetate), CO (methanol), C(C)(C)(C)OC(=O)NC1CN(C1)C=1SC2=C(N1)C=CC=C2C(=O)OCC (Ethyl 2-{3-[(tert-butoxycarbonyl)amino]azetidin-1-yl)-1,3-benzothiazole-7-carboxylate). The solvent is O1CCOCC1 (1,4-dioxane). Conditions: time 17 hour. The product is NC1CN(C1)C=1SC2=C(N1)C=CC=C2C(=O)OCC (Ethyl 2-(3-aminoazetidin-1-yl)-1,3-benzothiazole-7-carboxylate). Isolated yield 94.7%. Reaction SMILES: Cl.C(OCC)(=O)C.CO.C(OC([NH:17][CH:18]1[CH2:21][N:20]([C:22]2[S:23][C:24]3[C:30]([C:31]([O:33][CH2:34][CH3:35])=[O:32])=[CH:29][CH:28]=[CH:27][C:25]=3[N:26]=2)[CH2:19]1)=O)(C)(C)C.C1COCC1>O1CCOCC1>[NH2:17][CH:18]1[CH2:21][N:20]([C:22]2[S:23][C:24]3[C:30]([C:31]([O:33][CH2:34][CH3:35])=[O:32])=[CH:29][CH:28]=[CH:27][C:25]=3[N:26]=2)[CH2:19]1 |f:0.1|. Procedure: A 4 N hydrochloric acid/ethyl acetate solution (2.66 mL, 10.7 mmol) and methanol (5 mL) were added to a solution of ethyl 2-{3-[(tert-butoxycarbonyl)amino]azetidin-1-yl)-1,3-benzothiazole-7-carboxylate obtained in Example (224a) (402 mg, 1.07 mmol) in 1,4-dioxane (11 mL) at room temperature, followed by stirring for 17 hours. Then, THF (5 mL) was added, and the mixture was further stirred for 31 hours. The reaction solution was concentrated, and saturated aqueous sodium bicarbonate solution was ...